Dataset: the Open Reaction Database (ORD), a public repository of structured organic reaction records. Task: describe an organic reaction: reactants, conditions, products, and yield The reactants are Cc1cc(Br)ccc1C(=O)O, CC(=O)Cl, CO. Yields the product COC(=O)c1ccc(Br)cc1C. RXN SMILES: [Br:1][c:2]1[cH:3][c:4]([CH3:11])[c:5]([C:6](=[O:7])[OH:8])[cH:9][cH:10]1.[CH3:12][C:13](=[O:14])[Cl:15].[CH3:16][OH:17]>>[Br:1][c:2]1[cH:3][c:4]([CH3:11])[c:5]([C:6](=[O:7])[O:8][CH3:12])[cH:9][cH:10]1. Starting materials: BrC(C(=O)C1=CC=C(C=C1)C1(CCC1)NC(OC(C)(C)C)=O)C1=CC=CC=C1 (tert-butyl (1-{4-[bromo(phenyl)acetyl]phenyl}cyclobutyl)carbamate), ClC1=C(C(=C(N=N1)N)C)C (6-chloro-4,5-dimethylpyridazin-3-amine), C(C)(C)N(C(C)C)CC (N,N-diisopropylethylamine). Solvent: C(CCC)#N (butyronitrile). Conditions: temperature 125 celsius. Product: ClC=1C(=C(C=2N(N1)C(=C(N2)C2=CC=C(C=C2)C2(CCC2)NC(OC(C)(C)C)=O)C2=CC=CC=C2)C)C (tert-Butyl {1-[4-(6-chloro-7,8-dimethyl-3-phenylimidazo[1,2-b]pyridazin-2-yl)phenyl]cyclobutyl}carbamate). The yield is 78.0%. RXN SMILES: Br[CH:2]([C:23]1[CH:28]=[CH:27][CH:26]=[CH:25][CH:24]=1)[C:3]([C:5]1[CH:10]=[CH:9][C:8]([C:11]2([NH:15][C:16](=[O:22])[O:17][C:18]([CH3:21])([CH3:20])[CH3:19])[CH2:14][CH2:13][CH2:12]2)=[CH:7][CH:6]=1)=O.[Cl:29][C:30]1[N:35]=[N:34][C:33]([NH2:36])=[C:32]([CH3:37])[C:31]=1[CH3:38].C(N(CC)C(C)C)(C)C>C(#N)CCC>[Cl:29][C:30]1[C:31]([CH3:38])=[C:32]([CH3:37])[C:33]2[N:34]([C:2]([C:23]3[CH:28]=[CH:27][CH:26]=[CH:25][CH:24]=3)=[C:3]([C:5]3[CH:10]=[CH:9][C:8]([C:11]4([NH:15][C:16](=[O:22])[O:17][C:18]([CH3:21])([CH3:20])[CH3:19])[CH2:14][CH2:13][CH2:12]4)=[CH:7][CH:6]=3)[N:36]=2)[N:35]=1. Reported procedure: A mixture of crude tert-butyl (1-{4-[bromo(phenyl)acetyl]phenyl}cyclobutyl)carbamate [that was prepared in a manner analgous to that described for Intermediate Example Int-1-A] (237 mg, ˜80% purity, 0.430 mmol, 1.0 eq), 6-chloro-4,5-dimethylpyridazin-3-amine (CAS-Nr. 76593-36-7, 67.2 mg, 0.430 mmol, 1.0 eq) and N,N-diisopropylethylamine (70 μL, 0.430 mmol, 1.0 eq) in butyronitrile (2.6 mL) was heated for 17 hours at 125° C. On cooling the mixture was partitioned between DCM and water, stirred vi... The reactants are COCCOC, Nc1nc(OS(=O)(=O)C(F)(F)F)c([N+](=O)[O-])c(-c2ccco2)n1, NCCNc1ccccc1. Product: Nc1nc(NCCNc2ccccc2)c([N+](=O)[O-])c(-c2ccco2)n1. Reaction SMILES: [CH3:34][O:35][CH2:36][CH2:37][O:38][CH3:39].[NH2:1][c:2]1[n:3][c:4](-[c:19]2[o:20][cH:21][cH:22][cH:23]2)[c:5]([N+:16](=[O:17])[O-:18])[c:6]([O:8][S:9]([C:10]([F:11])([F:12])[F:13])(=[O:14])=[O:15])[n:7]1.[c:24]1([NH:30][CH2:31][CH2:32][NH2:33])[cH:25][cH:26][cH:27][cH:28][cH:29]1>>[NH2:1][c:2]1[n:3][c:4](-[c:19]2[o:20][cH:21][cH:22][cH:23]2)[c:5]([N+:16](=[O:17])[O-:18])[c:6]([NH:33][CH2:32][CH2:31][NH:30][c:24]2[cH:25][cH:26][cH:27][cH:28][cH:29]2)[n:7]1. Reactants: CN(CCNC1=NC(=CC(=C1CO)C)C)C (2-(2-dimethylaminoethylamino)-3-hydroxymethyl-4,6-dimethylpyridine). The reagents and catalysts are [O-2].[O-2].[Mn+4] (manganese dioxide). Run in C(Cl)Cl (methylene chloride). Product: CN(CCNC1=C(C=O)C(=CC(=N1)C)C)C (2-(2-Dimethylaminoethylamino)-4,6-dimethylnicotinaldehyde). As a reaction SMILES: [CH3:1][N:2]([CH3:16])[CH2:3][CH2:4][NH:5][C:6]1[C:11]([CH2:12][OH:13])=[C:10]([CH3:14])[CH:9]=[C:8]([CH3:15])[N:7]=1>C(Cl)Cl.[O-2].[O-2].[Mn+4]>[CH3:1][N:2]([CH3:16])[CH2:3][CH2:4][NH:5][C:6]1[N:7]=[C:8]([CH3:15])[CH:9]=[C:10]([CH3:14])[C:11]=1[CH:12]=[O:13] |f:2.3.4|. Procedure details: A solution of crude 2-(2-dimethylaminoethylamino)-3-hydroxymethyl-4,6-dimethylpyridine (15.0 g, 67 mmol) in methylene chloride (300 ml) containing a suspension of activated manganese dioxide (35 g) is refluxed for 5 hours. The solution is filtered hot and the manganese dioxide re-extracted with hot methylene chloride. The combined extracts are filtered through charcoal and evaporated to give 12.0 g of crude title D product.